From a dataset of the Open Reaction Database (ORD), a public repository of structured organic reaction records. describe an organic reaction: reactants, conditions, products, and yield Reactants: [OH-].[Na+] (sodium hydroxide), [N+](=O)([O-])C1=C(C=CC=C1)N=NC1=C(C=CC(=C1)C)O (2-nitro-2'-hydroxy-5'-methylazobenzene), O=C[C@H](O)[C@@H](O)[C@H](O)[C@H](O)CO (glucose), N(=NC1=CC=CC=C1)C1=CC=CC=C1 (azobenzene), C1(O)=CC=C(O)C=C1 (hydroquinone), S(O)(O)(=O)=O (sulfuric acid). Solvent: C1(=CC=CC=C1)C (toluene), O (Water). Conditions: temperature 60 celsius, time 2 hour. Yields the product OC1=C(C=C(C=C1)C)N1N=C2C(=[N+]1[O-])C=CC=C2 (2-(2'-hydroxy-5'-methylphenyl)benzotriazole-N-oxide). Isolated yield 99.2%. RXN SMILES: [OH-].[Na+].[N+:3]([C:6]1[CH:11]=[CH:10][CH:9]=[CH:8][C:7]=1[N:12]=[N:13][C:14]1[CH:19]=[C:18]([CH3:20])[CH:17]=[CH:16][C:15]=1[OH:21])([O-])=[O:4].C1(C=CC(O)=CC=1)O.O=C[C@@H]([C@H]([C@@H]([C@@H](CO)O)O)O)O.N(C1C=CC=CC=1)=NC1C=CC=CC=1.S(=O)(=O)(O)O>C1(C)C=CC=CC=1.O>[OH:21][C:15]1[CH:16]=[CH:17][C:18]([CH3:20])=[CH:19][C:14]=1[N:13]1[N+:3]([O-:4])=[C:6]2[CH:11]=[CH:10][CH:9]=[CH:8][C:7]2=[N:12]1 |f:0.1|. Procedure: Example 5 of EP 0,257,151 is duplicated. Water (70 ml), 97% sodium hydroxide (5.2 g), 2-nitro-2'-hydroxy-5'-methylazobenzene (12.9 g) and toluene (10 ml) are mixed and heated to 60° C. After stirring, hydroquinone (0.6 g) is added, and glucose (5.0 g) is added to the mixture over one hour at 40° to 45° C. The mixture is further stirred two hours, and the azobenzene disappears. The reaction liquor is neutralized with 62% sulfuric acid (5.8 g), and is cooled to 20° C. to precipitate a crystal. The... The reactants are COC(=O)c1cncn1C(C1CCCCC1)C1CCCCC1, Cl, [Na+], [OH-], O. Yields the product O=C(O)c1cncn1C(C1CCCCC1)C1CCCCC1. As a reaction SMILES: [CH:1]1([CH:7]([n:8]2[cH:9][n:10][cH:11][c:12]2[C:13](=[O:14])[O:15][CH3:16])[CH:17]2[CH2:18][CH2:19][CH2:20][CH2:21][CH2:22]2)[CH2:2][CH2:3][CH2:4][CH2:5][CH2:6]1.[ClH:25].[Na+:24].[OH-:23].[OH2:26]>>[CH:1]1([CH:7]([n:8]2[cH:9][n:10][cH:11][c:12]2[C:13](=[O:14])[OH:15])[CH:17]2[CH2:18][CH2:19][CH2:20][CH2:21][CH2:22]2)[CH2:2][CH2:3][CH2:4][CH2:5][CH2:6]1. Starting materials: ClC1=CC=C(C2=C1C(CCS2)=O)Cl (5,8-dichloro-2,3-dihydro-4H-1-benzothiopyran-4-one), [Cl-].[Al+3].[Cl-].[Cl-] (aluminum chloride), ice, Cl (hydrochloric acid), BrBr (bromine). Solvent: C(Cl)Cl (methylene chloride), C(Cl)Cl (methylene chloride). Run at time 15 minute. The product is BrC=1C=C(C2=C(C(CCS2)=O)C1Cl)Cl (6-bromo-5,8-dichloro-2,3-dihydro-4H-1-benzothiopyran-4-one). The yield is 96.8%. Reaction SMILES: [Cl:1][C:2]1[C:7]2[C:8](=[O:12])[CH2:9][CH2:10][S:11][C:6]=2[C:5]([Cl:13])=[CH:4][CH:3]=1.[Cl-].[Al+3].[Cl-].[Cl-].[Br:18]Br.Cl>C(Cl)Cl>[Br:18][C:3]1[CH:4]=[C:5]([Cl:13])[C:6]2[S:11][CH2:10][CH2:9][C:8](=[O:12])[C:7]=2[C:2]=1[Cl:1] |f:1.2.3.4|. Procedure: A solution of 45.18 g (0.19 mol) of the title compound of Step B in 400 mL of methylene chloride was added dropwise at room temperature under nitrogen to a mixture of 64.6 g (0.48 mol) of aluminum chloride in 400 mL of methylene chloride. After stirring for 15 min, 10.5 mL (0.20 mol) of bromine was added dropwise and the mixture was refluxed for 10 min. The mixture, while still warm, was poured into 550 g of ice containing 110 mL of concentrated hydrochloric acid, and the resulting mixture was e... The reactants are ClC1=CC(=C(CN2N=CC3=CC(=CC=C23)C=C2C(N=C(S2)SCC)=O)C=C1)C(F)(F)F (5-[1-(4-chloro-2-trifluoromethyl-benzyl)-1H-indazol-5-ylmethylene]-2-ethylsulfanyl-thiazol-4-one), C(C)(C)(C)OC(N[C@H]1CNCC1)=O (pyrrolidin-3-(R)-yl-carbamic acid tert-butyl ester). Yields the product C(C)(C)(C)OC(NC1CN(CC1)C=1SC(C(N1)=O)=CC=1C=C2C=NN(C2=CC1)CC1=C(C=C(C=C1)Cl)C(F)(F)F)=O ((1-{5-[1-(4-Chloro-2-trifluoromethyl-benzyl)-1H-indazol-5-ylmethylene]-4-oxo-4,5-dihydro-thiazol-2-yl}-pyrrolidin-3-yl)-carbamic acid tert-butyl ester), N[C@H]1CN(CC1)C=1SC(C(N1)=O)=CC=1C=C2C=NN(C2=CC1)CC1=C(C=C(C=C1)Cl)C(F)(F)F (2-(3-(R)-Amino-pyrrolidin-1-yl)-5-[1-(4-chloro-2-trifluoromethyl-benzyl)-1H-indazol-5-ylmethylene]-thiazol-4-one). Reaction SMILES: [Cl:1][C:2]1[CH:27]=[CH:26][C:5]([CH2:6][N:7]2[C:15]3[C:10](=[CH:11][C:12]([CH:16]=[C:17]4[S:21][C:20](SCC)=[N:19][C:18]4=[O:25])=[CH:13][CH:14]=3)[CH:9]=[N:8]2)=[C:4]([C:28]([F:31])([F:30])[F:29])[CH:3]=1.[C:32]([O:36][C:37](=[O:44])[NH:38][C@@H:39]1[CH2:43][CH2:42][NH:41][CH2:40]1)([CH3:35])([CH3:34])[CH3:33]>>[C:32]([O:36][C:37](=[O:44])[NH:38][CH:39]1[CH2:43][CH2:42][N:41]([C:20]2[S:21][C:17](=[CH:16][C:12]3[CH:11]=[C:10]4[C:15](=[CH:14][CH:13]=3)[N:7]([CH2:6][C:5]3[CH:26]=[CH:27][C:2]([Cl:1])=[CH:3][C:4]=3[C:28]([F:31])([F:30])[F:29])[N:8]=[CH:9]4)[C:18](=[O:25])[N:19]=2)[CH2:40]1)([CH3:35])([CH3:33])[CH3:34].[NH2:38][C@@H:39]1[CH2:43][CH2:42][N:41]([C:20]2[S:21][C:17](=[CH:16][C:12]3[CH:11]=[C:10]4[C:15](=[CH:14][CH:13]=3)[N:7]([CH2:6][C:5]3[CH:26]=[CH:27][C:2]([Cl:1])=[CH:3][C:4]=3[C:28]([F:31])([F:29])[F:30])[N:8]=[CH:9]4)[C:18](=[O:25])[N:19]=2)[CH2:40]1. Reported procedure: (1-{5-[1-(4-Chloro-2-trifluoromethyl-benzyl)-1H-indazol-5-ylmethylene]-4-oxo-4,5-dihydro-thiazol-2-yl}-pyrrolidin-3-yl)-carbamic acid tert-butyl ester was prepared from 5-[1-(4-chloro-2-trifluoromethyl-benzyl)-1H-indazol-5-ylmethylene]-2-ethylsulfanyl-thiazol-4-one and pyrrolidin-3-(R)-yl-carbamic acid tert-butyl ester following General Procedure C. The compound was used directly following General Procedure H to provide 2-(3-(R)-Amino-pyrrolidin-1-yl)-5-[1-(4-chloro-2-trifluoromethyl-benzyl)-1H-... Reactants: CO, CC(C)O, CCSc1c(C#N)nn(-c2c(Cl)cc(C(F)(F)F)cc2Cl)c1N, OO. Yields the product CCS(=O)c1c(C#N)nn(-c2c(Cl)cc(C(F)(F)F)cc2Cl)c1N. RXN SMILES: [CH3:26][OH:27].[CH:28]([OH:29])([CH3:30])[CH3:31].[NH2:1][c:2]1[c:3]([S:21][CH2:22][CH3:23])[c:4]([C:19]#[N:20])[n:5][n:6]1-[c:7]1[c:8]([Cl:18])[cH:9][c:10]([C:14]([F:15])([F:16])[F:17])[cH:11][c:12]1[Cl:13].[OH:24][OH:25]>>[NH2:1][c:2]1[c:3]([S:21]([CH2:22][CH3:23])=[O:24])[c:4]([C:19]#[N:20])[n:5][n:6]1-[c:7]1[c:8]([Cl:18])[cH:9][c:10]([C:14]([F:15])([F:16])[F:17])[cH:11][c:12]1[Cl:13]. The reactants are C(C1=CC=CC=C1)OC=1C(=NN(C1CC(=O)OC)C)C (methyl (4-benzyloxy-1,3-dimethyl- pyrazol-5-yl)acetate), C(=O)OC (methyl formate), [H-].[Na+] (sodium hydride), C([O-])([O-])=O.[K+].[K+] (potassium carbonate), S(=O)(=O)(OC)OC (dimethyl sulfate). Solvent: CN(C)C=O (DMF), CN(C)C=O (DMF), CN(C)C=O (DMF). Product: C(C1=CC=CC=C1)OC=1C(=NN(C1/C(/C(=O)OC)=C\OC)C)C ((e)-methyl 2-(4-benzyloxy-1,3-dimethylpyrazol -5-yl)-3-methoxyacrylate). As a reaction SMILES: [CH2:1]([O:8][C:9]1[C:10]([CH3:20])=[N:11][N:12]([CH3:19])[C:13]=1[CH2:14][C:15]([O:17][CH3:18])=[O:16])[C:2]1[CH:7]=[CH:6][CH:5]=[CH:4][CH:3]=1.[CH:21]([O:23][CH3:24])=O.[H-].[Na+].C(=O)([O-])[O-].[K+].[K+].S(OC)(OC)(=O)=O>CN(C=O)C>[CH2:1]([O:8][C:9]1[C:10]([CH3:20])=[N:11][N:12]([CH3:19])[C:13]=1/[C:14](=[CH:21]\[O:23][CH3:24])/[C:15]([O:17][CH3:18])=[O:16])[C:2]1[CH:7]=[CH:6][CH:5]=[CH:4][CH:3]=1 |f:2.3,4.5.6|. Procedure: A solution of methyl (4-benzyloxy-1,3-dimethyl- pyrazol-5-yl)acetate (2.5 g, 9.1 mmol) and methyl formate (15 g, 250 mmol) in anhydrous DMF (10 ml) was added dropwise to a suspension of sodium hydride (60 % dispersion in oil) (0.55 g, 13.8 mmol) in anhydrous DMF (5 ml), while the temperature being maintained below 10° C. by cooling on ice. After stirring at room temeprature for 2 hous, the low boiling substances were remvoed under reduced pressure. To the residue was added potassium carbonate (2...